Dataset: the Open Reaction Database (ORD), a public repository of structured organic reaction records. Task: describe an organic reaction: reactants, conditions, products, and yield Reactants: OC1=C(C=O)C=C(C=C1)C=1C(=NC=CC1)OC (2-hydroxy-5-(2-methoxy-pyridin-3-yl)-benzaldehyde), CN1CCN(CC1)C1=C(C(=CC=C1)N)N (3-(4-methyl-piperazin-1-yl)-benzene-1,2-diamine). The solvent is CC(=O)N(C)C (DMA). Run at time 15 minute. The product is COC1=NC=CC=C1C1=CC(=C(C=C1)O)C1=NC2=C(N1)C(=CC=C2)N2CCN(CC2)C (4-(2-Methoxy-pyridin-3-yl)-2-[7-(4-methyl-piperazin-1-yl)-1H-benzoimidazol-2-yl]-phenol). Isolated yield 10.4%. RXN SMILES: [OH:1][C:2]1[CH:9]=[CH:8][C:7]([C:10]2[C:11]([O:16][CH3:17])=[N:12][CH:13]=[CH:14][CH:15]=2)=[CH:6][C:3]=1[CH:4]=O.[CH3:18][N:19]1[CH2:24][CH2:23][N:22]([C:25]2[CH:30]=[CH:29][CH:28]=[C:27]([NH2:31])[C:26]=2[NH2:32])[CH2:21][CH2:20]1>CC(N(C)C)=O>[CH3:17][O:16][C:11]1[C:10]([C:7]2[CH:8]=[CH:9][C:2]([OH:1])=[C:3]([C:4]3[NH:32][C:26]4[C:25]([N:22]5[CH2:21][CH2:20][N:19]([CH3:18])[CH2:24][CH2:23]5)=[CH:30][CH:29]=[CH:28][C:27]=4[N:31]=3)[CH:6]=2)=[CH:15][CH:14]=[CH:13][N:12]=1. Procedure: To mixture of 2-hydroxy-5-(2-methoxy-pyridin-3-yl)-benzaldehyde (57 mg, 0.25 mmol) and 3-(4-methyl-piperazin-1-yl)-benzene-1,2-diamine (51 mg, 0.25 mol) was added DMA (1 mL) and the resulting solution was stirred at the room temperature for 15 min, heated at 110° C. for 15 h open to the air, concentrated under reduced pressure. The residual crude was purified by chromatography (500:10:1 CH2Cl2/MeOH/28% aqueous NH4OH) to afford the title compound (10.8 mg, 10.5%). 1H NMR (MeOH-d4) δ 2.41 (s, 3H),... The reactants are FC(S(=O)(=O)[O-])(F)F.[Mg+2].FC(S(=O)(=O)[O-])(F)F (Magnesium trifluoromethanesulfonate), O1[C@@H](C1)C(=O)OC ((S)-methyl oxirane-2-carboxylate), [Si](C1=CC=CC=C1)(C1=CC=CC=C1)(C(C)(C)C)OCCO (2-(tert-butyldiphenylsilyloxy)ethanol). Run at temperature 10 celsius, time 10 minute. The product is [Si](C1=CC=CC=C1)(C1=CC=CC=C1)(C(C)(C)C)OCCOC[C@@H](C(=O)OC)O ((S)-methyl 3-(2-(tert-butyldiphenylsilyloxy)ethoxy)-2-hydroxypropanoate). Isolated yield 43.1%. Reaction SMILES: FC(F)(F)S([O-])(=O)=O.[Mg+2].FC(F)(F)S([O-])(=O)=O.[O:18]1[CH2:20][C@H:19]1[C:21]([O:23][CH3:24])=[O:22].[Si:25]([O:42][CH2:43][CH2:44][OH:45])([C:38]([CH3:41])([CH3:40])[CH3:39])([C:32]1[CH:37]=[CH:36][CH:35]=[CH:34][CH:33]=1)[C:26]1[CH:31]=[CH:30][CH:29]=[CH:28][CH:27]=1>>[Si:25]([O:42][CH2:43][CH2:44][O:45][CH2:20][C@H:19]([OH:18])[C:21]([O:23][CH3:24])=[O:22])([C:38]([CH3:40])([CH3:41])[CH3:39])([C:32]1[CH:33]=[CH:34][CH:35]=[CH:36][CH:37]=1)[C:26]1[CH:27]=[CH:28][CH:29]=[CH:30][CH:31]=1 |f:0.1.2|. Procedure details: Magnesium trifluoromethanesulfonate (3.95 g, 12.24 mmol) was added in one portion to (S)-methyl oxirane-2-carboxylate (5 g, 48.98 mmol) and 2-(tert-butyldiphenylsilyloxy)ethanol (14.72 g, 48.98 mmol) at 10° C. The resulting suspension was stirred at 10° C. for 10 minutes and then warmed to 45° C. and stirred for 3 days. The crude product was purified by flash silica chromatography, eluting with 0 to 30% ethyl acetate in isohexane to afford the product (8.50 g, 43.1%). 1H NMR (400 MHz, CDCl3) δ 1... Starting materials: CCC(CCC=CC)=O (oct-6-ene-3-one). Reagents/catalysts: [Pd] (Pd/C). The solvent is C(C)(=O)OCC (ethyl acetate). The product is [C@@H]12CC(C[C@H]2CCC1)=O (cis-bicyclo[3.3.0]-octane-3-one). The yield is 104.7%. As a reaction SMILES: [CH3:1][CH2:2][C:3](=[O:9])[CH2:4][CH2:5][CH:6]=[CH:7][CH3:8]>C(OCC)(=O)C.[Pd]>[C@@H:5]12[CH2:6][CH2:7][CH2:8][C@@H:1]1[CH2:2][C:3](=[O:9])[CH2:4]2. Reported procedure: A solution of the cis-bicyclo[3.3..0]oct-6-ene-3-one (6.2 g 0.05 mol) in 150 mL of ethyl acetate containing 0.50 g of 10% Pd/C was hydrogenated at 25 psi for 11/2 hours. The catalyst was removed by filtering through Celite and the solvent evaporated to give 6.5 g of cis-bicyclo[3.3.0]-octane-3-one (100%). TLC (SiO2, CH2Cl2) Rf =0.35 (I2, brown). Yields the product C(=O)C=1C(=CC(=C(C(=O)O)C1)C)C (5-Formyl-2,4-dimethylbenzoic acid). Reactants: C(=O)C=1C=C(C(=O)O)C=CC1C (3-formyl-4-methylbenzoic acid), IC=1C(=CC(=C(C(=O)O)C1)C)C (5-iodo-2,4-dimethylbenzoic acid), IC=1C(=CC(=C(C(=O)O)C1)C)C (5-iodo-2,4-dimethylbenzoic acid). Procedure: The title compound was prepared using standard chemical manipulations and procedures similar to those used for the preparation of compound 4.1, except 5-iodo-2,4-dimethylbenzoic acid (compound 1.3) was used in place of 3-bromo-4-methylbenzoic acid. Reaction SMILES: [CH:1]([C:3]1[CH:4]=[C:5]([CH:9]=[CH:10][C:11]=1[CH3:12])[C:6]([OH:8])=[O:7])=[O:2].I[C:14]1C(C)=CC(C)=C(C=1)C(O)=O>>[CH:1]([C:3]1[C:11]([CH3:12])=[CH:10][C:9]([CH3:14])=[C:5]([CH:4]=1)[C:6]([OH:8])=[O:7])=[O:2]. Reactants: ClCCl, Cc1nc(N)nc2c1CCC2, O=C=NS(=O)(=O)c1ccccc1[N+](=O)[O-]. Product: Cc1nc(NC(=O)NS(=O)(=O)c2ccccc2[N+](=O)[O-])nc2c1CCC2. As a reaction SMILES: [CH2:27]([Cl:28])[Cl:29].[CH3:1][c:2]1[n:3][c:4]([NH2:11])[n:5][c:6]2[c:7]1[CH2:8][CH2:9][CH2:10]2.[N+:12](=[O:13])([O-:14])[c:15]1[c:16]([S:21](=[O:22])(=[O:23])[N:24]=[C:25]=[O:26])[cH:17][cH:18][cH:19][cH:20]1>>[CH3:1][c:2]1[n:3][c:4]([NH:11][C:25]([NH:24][S:21]([c:16]2[c:15]([N+:12](=[O:13])[O-:14])[cH:20][cH:19][cH:18][cH:17]2)(=[O:22])=[O:23])=[O:26])[n:5][c:6]2[c:7]1[CH2:8][CH2:9][CH2:10]2. The product is C(C(=C)C)(=O)OC12CC3(CC(CC(C1)C3)C2)COC(=O)C(S(=O)(=O)[O-])(F)F.C2(=CC=CC=C2)[S+](C2=CC=CC=C2)C2=CC=CC=C2 (triphenylsulfonium 1-((3-methacryloyloxyadamantyl)methoxycarbonyl)difluoromethansulfonate). Reported procedure: 2.8 parts of triphenylsulfonium 1-((3-hydroxyadamantyl)methoxycarbonyl)difluoromethanesulfonate and 1.0 part of 1-methylpyrrolidine were dissolved in 30 parts of chloroform. A solution of 0.7 Part of methacryl chloride and 2.2 parts of chloroform was added dropwise to the solution at room temperature and then the resultant mixture was stirred at room temperature for about 3 days and at 40° C. for 7.5 hours. After cooling to room temperature, 1.0 part of 1-methylpyrrolidine was added to the react... Run in C(Cl)(Cl)Cl (chloroform), C(Cl)(Cl)Cl (chloroform), C(Cl)(Cl)Cl (chloroform), C(Cl)(Cl)Cl (chloroform). Run at time 14 hour. Starting materials: CC(=C)C(=O)Cl (methacryl chloride), resultant mixture, COC(C)(C)C (tert-butyl methyl ether), OC12CC3(CC(CC(C1)C3)C2)COC(=O)C(S(=O)(=O)[O-])(F)F.C2(=CC=CC=C2)[S+](C2=CC=CC=C2)C2=CC=CC=C2 (triphenylsulfonium 1-((3-hydroxyadamantyl)methoxycarbonyl)difluoromethanesulfonate), CN1CCCC1 (1-methylpyrrolidine), CC(=C)C(=O)Cl (methacryl chloride), CN1CCCC1 (1-methylpyrrolidine). As a reaction SMILES: [OH:1][C:2]12[CH2:11][CH:6]3[CH2:7][CH:8]([CH2:10][C:4]([CH2:12][O:13][C:14]([C:16]([F:22])([F:21])[S:17]([O-:20])(=[O:19])=[O:18])=[O:15])([CH2:5]3)[CH2:3]1)[CH2:9]2.[C:23]1([S+:29]([C:36]2[CH:41]=[CH:40][CH:39]=[CH:38][CH:37]=2)[C:30]2[CH:35]=[CH:34][CH:33]=[CH:32][CH:31]=2)[CH:28]=[CH:27][CH:26]=[CH:25][CH:24]=1.CN1CCCC1.[CH3:48][C:49]([C:51](Cl)=[O:52])=[CH2:50].COC(C)(C)C>C(Cl)(Cl)Cl>[C:51]([O:1][C:2]12[CH2:11][CH:6]3[CH2:7][CH:8]([CH2:10][C:4]([CH2:12][O:13][C:14]([C:16]([F:22])([F:21])[S:17]([O-:20])(=[O:18])=[O:19])=[O:15])([CH2:5]3)[CH2:3]1)[CH2:9]2)(=[O:52])[C:49]([CH3:50])=[CH2:48].[C:36]1([S+:29]([C:23]2[CH:24]=[CH:25][CH:26]=[CH:27][CH:28]=2)[C:30]2[CH:35]=[CH:34][CH:33]=[CH:32][CH:31]=2)[CH:37]=[CH:38][CH:39]=[CH:40][CH:41]=1 |f:0.1,6.7|.